Dataset: the Open Reaction Database (ORD), a public repository of structured organic reaction records. Task: describe an organic reaction: reactants, conditions, products, and yield The reactants are NC=1C2=C(N=CN1)C(=CS2)/C=C/C=2C=C(C(=O)O)C=CC2C ((E)-3-(2-(4-aminothieno[3,2-d]pyrimidine-7-yl)vinyl)-4-methylbenzoic acid), C(C)N1CCN(CC1)C=1C=C(N)C=C(C1)C(F)(F)F (3-(4-ethylpiperazine-1-yl)-5-(trifluoromethyl)aniline). The product is NC=1C2=C(N=CN1)C(=CS2)/C=C/C=2C=C(C(=O)NC1=CC(=CC(=C1)C(F)(F)F)N1CCN(CC1)CC)C=CC2C ((E)-3-(2-(4-aminothieno[3,2-d]pyrimidine-7-yl)vinyl)-N-(3-(4-ethylpiperazine-1-yl)-5-(trifluoromethyl)phenyl)-4-methylbenzamide). As a reaction SMILES: [NH2:1][C:2]1[C:3]2[S:10][CH:9]=[C:8](/[CH:11]=[CH:12]/[C:13]3[CH:14]=[C:15]([CH:19]=[CH:20][C:21]=3[CH3:22])[C:16]([OH:18])=O)[C:4]=2[N:5]=[CH:6][N:7]=1.[CH2:23]([N:25]1[CH2:30][CH2:29][N:28]([C:31]2[CH:32]=[C:33]([CH:35]=[C:36]([C:38]([F:41])([F:40])[F:39])[CH:37]=2)[NH2:34])[CH2:27][CH2:26]1)[CH3:24]>>[NH2:1][C:2]1[C:3]2[S:10][CH:9]=[C:8](/[CH:11]=[CH:12]/[C:13]3[CH:14]=[C:15]([CH:19]=[CH:20][C:21]=3[CH3:22])[C:16]([NH:34][C:33]3[CH:35]=[C:36]([C:38]([F:39])([F:40])[F:41])[CH:37]=[C:31]([N:28]4[CH2:29][CH2:30][N:25]([CH2:23][CH3:24])[CH2:26][CH2:27]4)[CH:32]=3)=[O:18])[C:4]=2[N:5]=[CH:6][N:7]=1. Reported procedure: The procedure of Step 5 of Example 1 was repeated except for using (E)-3-(2-(4-aminothieno[3,2-d]pyrimidine-7-yl)vinyl)-4-methylbenzoic acid and 3-(4-ethylpiperazine-1-yl)-5-(trifluoromethyl)aniline to obtain the title compound (see Table 1). Reactants: O (water), C1(CCC2=CC=CC=C12)=O (1-indanone), [BH4-].[Na+] (sodium borohydride), [BH4-].[Na+] (sodium borohydride), [Cl-].[Na+] (sodium chloride). The solvent is C(C)O (ethanol). The product is C1(CCC2=CC=CC=C12)O (1-indanol). Isolated yield 88.5%. As a reaction SMILES: [C:1]1(=[O:10])[C:9]2[C:4](=[CH:5][CH:6]=[CH:7][CH:8]=2)[CH2:3][CH2:2]1.[BH4-].[Na+].O.[Cl-].[Na+]>C(O)C>[CH:1]1([OH:10])[C:9]2[C:4](=[CH:5][CH:6]=[CH:7][CH:8]=2)[CH2:3][CH2:2]1 |f:1.2,4.5|. Reported procedure: 1.28 g of 1-indanone in 13 ml of anhydrous ethanol is cooled to +5° C. 0.23 g of sodium borohydride at 95% is added in small fractions, with agitation at +10° C. for one hour. 0.23 g of sodium borohydride at 95% is again added at +5° C., with agitation at 20° C. for one hour 30 minutes. The reaction mixture is poured into 60 ml of water containing sodium chloride and is extracted with isopropyl ether; the extracts are dried and brought to dryness under reduced pressure and the residue is chromat... Starting materials: CN(C)C=O (DMF), O1C=NCC1 (oxazoline), FC=1C=C(C(=O)O)C=CC1 (3-fluorobenzoic acid), [Li]C(C)CC (sec-BuLi). The solvent is C1CCOC1 (THF). Run at temperature -78 celsius, time 30 minute. The product is FC1=C2C(OC(C2=CC=C1)=O)O (4-Fluoro-3-hydroxy-1(3H)-isobenzofuranone). Reaction SMILES: [O:1]1CCN=[CH:2]1.[F:6][C:7]1[CH:8]=[C:9]([CH:13]=[CH:14][CH:15]=1)[C:10]([OH:12])=[O:11].[Li]C(CC)C.CN(C=O)C>C1COCC1>[F:6][C:7]1[CH:15]=[CH:14][CH:13]=[C:9]2[C:8]=1[CH:2]([OH:1])[O:11][C:10]2=[O:12]. Procedure details: To a -78° C. solution of the oxazoline derivative (7.8 g, 40.4 mmol), prepared from 3-fluorobenzoic acid in tne usual manner, in THF (50 mL) was added over 15 min sec-BuLi (29 mL of 1.4 M solution). After 30 min, DMF (6.3 mL) was added, and the reaction mixture was stirred at -78° C. for 2 hr. Tne reaction was then quenched with water (10 mL), and the mixture was acidified witn HCl and allowed to stir for 12 hr. The layers were separated, the aqueous layer was extracted with EtOAc, and the combi... Starting materials: CCCC[Sn](CCCC)(CCCC)c1ccc(C2OCCO2)s1, COc1cc(Nc2c(C#N)cnc3cc(I)ccc23)c(Cl)cc1Cl, C1COCCO1, Cl[Pd]Cl, c1ccc(P(c2ccccc2)c2ccccc2)cc1, c1ccc(P(c2ccccc2)c2ccccc2)cc1. Yields the product COc1cc(Nc2c(C#N)cnc3cc(-c4ccc(C5OCCO5)s4)ccc23)c(Cl)cc1Cl. Reaction SMILES: [CH2:25]([Sn:26]([CH2:27][CH2:28][CH2:29][CH3:40])([c:30]1[s:31][c:32]([CH:35]2[O:36][CH2:37][CH2:38][O:39]2)[cH:33][cH:34]1)[CH2:41][CH2:42][CH2:43][CH3:44])[CH2:45][CH2:46][CH3:47].[Cl:1][c:2]1[c:3]([NH:4][c:5]2[c:6]([C:16]#[N:17])[cH:7][n:8][c:9]3[cH:10][c:11]([I:15])[cH:12][cH:13][c:14]23)[cH:18][c:19]([O:23][CH3:24])[c:20]([Cl:22])[cH:21]1.[O:48]1[CH2:49][CH2:50][O:51][CH2:52][CH2:53]1.[Pd:54]([Cl:55])[Cl:56].[c:57]1([P:58]([c:59]2[cH:60][cH:61][cH:62][cH:63][cH:64]2)[c:65]2[cH:66][cH:67][cH:68][cH:69][cH:70]2)[cH:71][cH:72][cH:73][cH:74][cH:75]1.[c:76]1([P:77]([c:78]2[cH:79][cH:80][cH:81][cH:82][cH:83]2)[c:84]2[cH:85][cH:86][cH:87][cH:88][cH:89]2)[cH:90][cH:91][cH:92][cH:93][cH:94]1>>[Cl:1][c:2]1[c:3]([NH:4][c:5]2[c:6]([C:16]#[N:17])[cH:7][n:8][c:9]3[cH:10][c:11](-[c:30]4[s:31][c:32]([CH:35]5[O:36][CH2:37][CH2:38][O:39]5)[cH:33][cH:34]4)[cH:12][cH:13][c:14]23)[cH:18][c:19]([O:23][CH3:24])[c:20]([Cl:22])[cH:21]1. Starting materials: CNC(=O)c1ccc(Br)cc1F, O=C([O-])[O-], CC1(C)OB(c2cnc(N)nc2)OC1(C)C, Cc1ccccc1, CCO, [K+], [K+], O, c1ccc(P(c2ccccc2)(c2ccccc2)[Pd](P(c2ccccc2)(c2ccccc2)c2ccccc2)(P(c2ccccc2)(c2ccccc2)c2ccccc2)P(c2ccccc2)(c2ccccc2)c2ccccc2)cc1. Yields the product CNC(=O)c1ccc(-c2cnc(N)nc2)cc1F. As a reaction SMILES: [Br:1][c:2]1[cH:3][c:4]([F:12])[c:5]([C:6](=[O:7])[NH:8][CH3:9])[cH:10][cH:11]1.[C:29](=[O:30])([O-:31])[O-:32].[CH3:13][C:14]1([CH3:15])[C:16]([CH3:17])([CH3:18])[O:19][B:20]([c:21]2[cH:22][n:23][c:24]([NH2:27])[n:25][cH:26]2)[O:28]1.[CH3:35][c:36]1[cH:37][cH:38][cH:39][cH:40][cH:41]1.[CH3:42][CH2:43][OH:44].[K+:33].[K+:34].[OH2:45].[cH:46]1[cH:47][cH:48][c:49]([P:50]([Pd:51]([P:52]([c:53]2[cH:54][cH:55][cH:56][cH:57][cH:58]2)([c:59]2[cH:60][cH:61][cH:62][cH:63][cH:64]2)[c:65]2[cH:66][cH:67][cH:68][cH:69][cH:70]2)([P:71]([c:72]2[cH:73][cH:74][cH:75][cH:76][cH:77]2)([c:78]2[cH:79][cH:80][cH:81][cH:82][cH:83]2)[c:84]2[cH:85][cH:86][cH:87][cH:88][cH:89]2)[P:90]([c:91]2[cH:92][cH:93][cH:94][cH:95][cH:96]2)([c:97]2[cH:98][cH:99][cH:100][cH:101][cH:102]2)[c:103]2[cH:104][cH:105][cH:106][cH:107][cH:108]2)([c:109]2[cH:110][cH:111][cH:112][cH:113][cH:114]2)[c:115]2[cH:116][cH:117][cH:118][cH:119][cH:120]2)[cH:121][cH:122]1>>[c:2]1(-[c:21]2[cH:22][n:23][c:24]([NH2:27])[n:25][cH:26]2)[cH:3][c:4]([F:12])[c:5]([C:6](=[O:7])[NH:8][CH3:9])[cH:10][cH:11]1. Reactants: C12(CC3CC(CC(C1)C3)C2)C2=CC=C(OCC(=O)O)C=C2 (2-(4-(adamantan-1-yl)phenoxy)acetic acid), C[C@@H]1CN(CCN1)C(=O)OC(C)(C)C ((R)-tert-butyl 3-methylpiperazine-1-carboxylate). Product: C12(CC3CC(CC(C1)C3)C2)C2=CC=C(OCC(=O)N3[C@@H](CN(CC3)C(=O)OC(C)(C)C)C)C=C2 ((R)-tert-butyl 4-(2-(4-(adamantan-1-yl)phenoxy)acetyl)-3-methylpiperazine-1-carboxylate). Isolated yield 91.8%. RXN SMILES: [C:1]12([C:11]3[CH:21]=[CH:20][C:14]([O:15][CH2:16][C:17](O)=[O:18])=[CH:13][CH:12]=3)[CH2:10][CH:5]3[CH2:6][CH:7]([CH2:9][CH:3]([CH2:4]3)[CH2:2]1)[CH2:8]2.[CH3:22][C@H:23]1[NH:28][CH2:27][CH2:26][N:25]([C:29]([O:31][C:32]([CH3:35])([CH3:34])[CH3:33])=[O:30])[CH2:24]1>>[C:1]12([C:11]3[CH:21]=[CH:20][C:14]([O:15][CH2:16][C:17]([N:28]4[CH2:27][CH2:26][N:25]([C:29]([O:31][C:32]([CH3:34])([CH3:33])[CH3:35])=[O:30])[CH2:24][C@H:23]4[CH3:22])=[O:18])=[CH:13][CH:12]=3)[CH2:2][CH:3]3[CH2:9][CH:7]([CH2:6][CH:5]([CH2:4]3)[CH2:10]1)[CH2:8]2. Procedure details: The title compound was prepared from 2-(4-(adamantan-1-yl)phenoxy)acetic acid (0.2 g, 0.69 mmol) and (R)-tert-butyl 3-methylpiperazine-1-carboxylate (0.139 g, 0.69 mmol) according to the example 1, which was given (R)-tert-butyl 4-(2-(4-(adamantan-1-yl)phenoxy)acetyl)-3-methylpiperazine-1-carboxylate as a white solid (0.297 g, 91.0% yield).